Dataset: the Open Reaction Database (ORD), a public repository of structured organic reaction records. Task: describe an organic reaction: reactants, conditions, products, and yield Reactants: [N+](=O)([O-])C=1C(=C2C3=C(COCC3=CC=C2)C1)Br (5-Nitro-6-bromo-1H,3H-benzo[de]isochromene), [Cu]C#N (copper (I) cyanide). Run in CN(C)C=O (DMF). Conditions: temperature 140 celsius, time 3 hour. Product: [N+](=O)([O-])C=1C(=C2C3=C(COCC3=CC=C2)C1)C#N (5-Nitro-6-cyano-1H,3H benzo[de]isochromene), solid. The yield is 85.0%. RXN SMILES: [N+:1]([C:4]1[C:5](Br)=[C:6]2[CH:15]=[CH:14][CH:13]=[C:12]3[C:7]2=[C:8]([CH:16]=1)[CH2:9][O:10][CH2:11]3)([O-:3])=[O:2].[Cu][C:19]#[N:20]>CN(C=O)C>[N+:1]([C:4]1[C:5]([C:19]#[N:20])=[C:6]2[CH:15]=[CH:14][CH:13]=[C:12]3[C:7]2=[C:8]([CH:16]=1)[CH2:9][O:10][CH2:11]3)([O-:3])=[O:2]. Reported procedure: 5-Nitro-6-bromo-1H,3H-benzo[de]isochromene (23.0 g, 78.2 mmol) was dissolved in anhydrous DMF (500 mL). Then, copper (I) cyanide (10.5 g, 117 mmol) was added to the mixture at room temperature. The mixture was stirred at the internal temperature of 140° C. for 3 hours, and then cooled to 70° C. The resulting insoluble material was separated by filtration. The filtrate was poured into water (1500 mL), and stirred at room temperature for 2 hours. The resulting precipitate was collected by filtrati... The reactants are C1(=CC=CC=C1)NC(=O)C=1C(N(C2=CC=CC=C2C1Cl)C)=O (N-phenyl-4-chloro-1,2-dihydro-1-methyl-2-oxo-quinoline-3-carboxamide), N (ammonia), CO (methanol). Conditions: temperature 100 celsius. Product: C1(=CC=CC=C1)NC(=O)C=1C(N(C2=CC=CC=C2C1O)C)=O.N1=CC=CC=C1 (pyridine N-phenyl-1,2-dihydro-4-hydroxy-1-methyl-2-oxo-quinoline-3-carboxamide). Reaction SMILES: [C:1]1([NH:7][C:8]([C:10]2[C:11](=[O:22])[N:12]([CH3:21])[C:13]3[C:18]([C:19]=2Cl)=[CH:17][CH:16]=[CH:15][CH:14]=3)=[O:9])[CH:6]=[CH:5][CH:4]=[CH:3][CH:2]=1.N.C[OH:25]>>[C:1]1([NH:7][C:8]([C:10]2[C:11](=[O:22])[N:12]([CH3:21])[C:13]3[C:18]([C:19]=2[OH:25])=[CH:17][CH:16]=[CH:15][CH:14]=3)=[O:9])[CH:6]=[CH:5][CH:4]=[CH:3][CH:2]=1.[N:12]1[CH:13]=[CH:18][CH:19]=[CH:10][CH:11]=1 |f:3.4|. Reported procedure: A reaction mixture consisting of N-phenyl-4-chloro-1,2-dihydro-1-methyl-2-oxo-quinoline-3-carboxamide (12 parts), concentrated aqueous ammonia (25 parts), and methanol (60 parts) is heated in an autoclave at 100° C. for 48 hours. After cooling to room temperature the precipitate formed is filtered off and recrystallized from pyridine and dried to give N-phenyl-4-amino-1,2-dihydro-1-methyl-2-oxo-quinoline-3-carboxamide (1). M. p. 248° C. Starting materials: CC(C)C[Al+]CC(C)C, CCOC(C)=O, Cc1ccccc1, CCOC(=O)c1c(-c2c(Cl)cccc2Cl)noc1C1CCC1, [H-], C1CCOC1. Product: OCc1c(-c2c(Cl)cccc2Cl)noc1C1CCC1. Reaction SMILES: [CH2:24]([Al+:25][CH2:26][CH:27]([CH3:28])[CH3:29])[CH:30]([CH3:31])[CH3:32].[CH3:33][CH2:34][O:35][C:36](=[O:37])[CH3:38].[CH3:44][c:45]1[cH:46][cH:47][cH:48][cH:49][cH:50]1.[CH:1]1([c:5]2[c:6]([C:18](=[O:19])[O:20][CH2:21][CH3:22])[c:7](-[c:10]3[c:11]([Cl:17])[cH:12][cH:13][cH:14][c:15]3[Cl:16])[n:8][o:9]2)[CH2:2][CH2:3][CH2:4]1.[H-:23].[O:39]1[CH2:40][CH2:41][CH2:42][CH2:43]1>>[CH:1]1([c:5]2[c:6]([CH2:18][OH:19])[c:7](-[c:10]3[c:11]([Cl:17])[cH:12][cH:13][cH:14][c:15]3[Cl:16])[n:8][o:9]2)[CH2:2][CH2:3][CH2:4]1. The reactants are Cl (hydrochloric acid), C(C)N1C=NC=C1/C=C/C=1C(=NN(C1)C1=CC=CC=C1)OCC1=CC(=C(OCC=2N=C(OC2C)C2=CC=C(C=C2)CC(=O)OCC)C=C1)OC (ethyl {4-[4-({4-[({4-[(E)-2-(1-ethyl-1H-imidazol-5-yl)ethenyl]-1-phenyl-1H-pyrazol-3-yl}oxy)methyl]-2-methoxyphenoxy}methyl)-5-methyl-1,3-oxazol-2-yl]phenyl}acetate), [OH-].[Na+] (sodium hydroxide), O1CCCC1 (tetrahydrofuran). Solvent: C(C)O (ethanol). Yields the product C(C)N1C=NC=C1/C=C/C=1C(=NN(C1)C1=CC=CC=C1)OCC1=CC(=C(OCC=2N=C(OC2C)C2=CC=C(C=C2)CC(=O)O)C=C1)OC ({4-[4-({4-[({4-[(E)-2-(1-ethyl-1H-imidazol-5-yl)ethenyl]-1-phenyl-1H-pyrazol-3-yl}oxy)methyl]-2-methoxyphenoxy}methyl)-5-methyl-1,3-oxazol-2-yl]phenyl}acetic acid). Yield: 72.9%. Reaction SMILES: [CH2:1]([N:3]1[C:7](/[CH:8]=[CH:9]/[C:10]2[C:11]([O:21][CH2:22][C:23]3[CH:48]=[CH:47][C:26]([O:27][CH2:28][C:29]4[N:30]=[C:31]([C:35]5[CH:40]=[CH:39][C:38]([CH2:41][C:42]([O:44]CC)=[O:43])=[CH:37][CH:36]=5)[O:32][C:33]=4[CH3:34])=[C:25]([O:49][CH3:50])[CH:24]=3)=[N:12][N:13]([C:15]3[CH:20]=[CH:19][CH:18]=[CH:17][CH:16]=3)[CH:14]=2)=[CH:6][N:5]=[CH:4]1)[CH3:2].[OH-].[Na+].O1CCCC1.Cl>C(O)C>[CH2:1]([N:3]1[C:7](/[CH:8]=[CH:9]/[C:10]2[C:11]([O:21][CH2:22][C:23]3[CH:48]=[CH:47][C:26]([O:27][CH2:28][C:29]4[N:30]=[C:31]([C:35]5[CH:36]=[CH:37][C:38]([CH2:41][C:42]([OH:44])=[O:43])=[CH:39][CH:40]=5)[O:32][C:33]=4[CH3:34])=[C:25]([O:49][CH3:50])[CH:24]=3)=[N:12][N:13]([C:15]3[CH:16]=[CH:17][CH:18]=[CH:19][CH:20]=3)[CH:14]=2)=[CH:6][N:5]=[CH:4]1)[CH3:2] |f:1.2|. Procedure: A mixture of ethyl {4-[4-({4-[({4-[(E)-2-(1-ethyl-1H-imidazol-5-yl)ethenyl]-1-phenyl-1H-pyrazol-3-yl}oxy)methyl]-2-methoxyphenoxy}methyl)-5-methyl-1,3-oxazol-2-yl]phenyl}acetate (156 mg), 1N aqueous sodium hydroxide solution (5 mL), tetrahydrofuran (10 mL) and ethanol (10 mL) was heated under reflux for 30 min. After cooling, the reaction mixture was neutralized with 1N hydrochloric acid, and the mixture was extracted with ethyl acetate. The organic layer was washed with saturated brine, dried o...